Dataset: the Open Reaction Database (ORD), a public repository of structured organic reaction records. Task: describe an organic reaction: reactants, conditions, products, and yield The reactants are C(\C=C\C(=O)O)(=O)O (fumaric acid), FC1=CC2=C(C(=NO2)C2CCN(CC2)CC(=O)N2CCCC3=CC=CC=C23)C=C1 (2-[4-(6-fluoro-1,2-benzisoxazol-3-yl)-1-piperidinyl]-1-(1,2,3,4-tetrahydroquinolin-1-yl)ethanone), [H-].[Al+3].[Li+].[H-].[H-].[H-] (lithium aluminum hydride), N#N (N2). Run in C(C)O (ethanol), C1CCOC1 (THF), C(C)O (ethanol). Conditions: time 8 hour. The product is C(\C=C\C(=O)O)(=O)O.FC1=CC2=C(C(=NO2)C2CCN(CC2)CCN2CCCC3=CC=CC=C23)C=C1 (N-[2-[4-(6-Fluoro-1,2-benzisoxazol-3-yl)-1-piperidinyl]ethyl]-1,2,3,4-tetrahydroquinoline fumarate). RXN SMILES: [F:1][C:2]1[CH:29]=[CH:28][C:5]2[C:6]([CH:9]3[CH2:14][CH2:13][N:12]([CH2:15][C:16]([N:18]4[C:27]5[C:22](=[CH:23][CH:24]=[CH:25][CH:26]=5)[CH2:21][CH2:20][CH2:19]4)=O)[CH2:11][CH2:10]3)=[N:7][O:8][C:4]=2[CH:3]=1.[H-].[Al+3].[Li+].[H-].[H-].[H-].N#N.[C:38]([OH:45])(=[O:44])/[CH:39]=[CH:40]/[C:41]([OH:43])=[O:42]>C1COCC1.C(O)C>[C:38]([OH:45])(=[O:44])/[CH:39]=[CH:40]/[C:41]([OH:43])=[O:42].[F:1][C:2]1[CH:29]=[CH:28][C:5]2[C:6]([CH:9]3[CH2:10][CH2:11][N:12]([CH2:15][CH2:16][N:18]4[C:27]5[C:22](=[CH:23][CH:24]=[CH:25][CH:26]=5)[CH2:21][CH2:20][CH2:19]4)[CH2:13][CH2:14]3)=[N:7][O:8][C:4]=2[CH:3]=1 |f:1.2.3.4.5.6,11.12|. Procedure details: To a stirred solution of 2-[4-(6-fluoro-1,2-benzisoxazol-3-yl)-1-piperidinyl]-1-(1,2,3,4-tetrahydroquinolin-1-yl)ethanone (5.5 g, 14 mmol) in THF (50 ml) was charged with lithium aluminum hydride (17 ml, 17 mmol, 1M in ether) dropwise under N2 at room temperature. The mixture was stirred for 8 hours at room temperature. At the end of this period the excess of hydride was quenched with ice chips and 3 ml of 20% NaOH. The mixture was diluted with EtOAc (150 ml) and stirred for 1 hour. The EtOAc wa...